This data is from the Open Reaction Database (ORD), a public repository of structured organic reaction records. The task is: describe an organic reaction: reactants, conditions, products, and yield Reactants: C(C)OC(C=CC1=C(C=C(C=C1)C1=NC=CC(=C1)OC)[N+](=O)[O-])=O (4-(4-methoxypyridin-2-yl)-2-nitrocinnamic acid ethyl ester), C(O)([O-])=O.[Na+] (sodium hydrogencarbonate). Reagents/catalysts: [Fe] (iron). Solvent: C(C)(=O)O (acetic acid). Conditions: temperature 100 celsius, time 2 hour. The product is COC1=CC(=NC=C1)C1=CC=C2C=CC(NC2=C1)=O (7-(4-methoxypyridin-2-yl)-2-quinolone). The yield is 27.6%. RXN SMILES: C([O:3][C:4](=O)[CH:5]=[CH:6][C:7]1[CH:12]=[CH:11][C:10]([C:13]2[CH:18]=[C:17]([O:19][CH3:20])[CH:16]=[CH:15][N:14]=2)=[CH:9][C:8]=1[N+:21]([O-])=O)C.C(=O)([O-])O.[Na+]>C(O)(=O)C.[Fe]>[CH3:20][O:19][C:17]1[CH:16]=[CH:15][N:14]=[C:13]([C:10]2[CH:9]=[C:8]3[C:7]([CH:6]=[CH:5][C:4](=[O:3])[NH:21]3)=[CH:12][CH:11]=2)[CH:18]=1 |f:1.2|. Procedure: To a suspension of 4-(4-methoxypyridin-2-yl)-2-nitrocinnamic acid ethyl ester (659 mg) in acetic acid (11 ml) was added iron powder (673 mg), and the mixture was stirred at 100° C. for 2 hours. After cooling, the reaction mixture was poured into a saturated aqueous sodium hydrogencarbonate solution and filtered, and the filtrate was extracted with dichloromethane-methanol (5:1). The organic layer was washed with brine, dried over sodium sulfate and evaporated under reduced pressure. The residue ... The reactants are C(C1=CC=CC=C1)N1C(=NC=2C1=NC=CC2)Cl (3-benzyl-2-chloro-3H-imidazo[4,5-b]pyridine), CN(CCN)C (N,N-dimethylethylenediamine). Yields the product Cl.Cl.C(C1=CC=CC=C1)N1C(=NC=2C1=NC=CC2)NCCN(C)C (3-Benzyl-2-(2-dimethylaminoethylamino)-3H-imidazo[4,5-b]pyridine dihydrochloride). Reaction SMILES: [CH2:1]([N:8]1[C:12]2=[N:13][CH:14]=[CH:15][CH:16]=[C:11]2[N:10]=[C:9]1[Cl:17])[C:2]1[CH:7]=[CH:6][CH:5]=[CH:4][CH:3]=1.[CH3:18][N:19]([CH3:23])[CH2:20][CH2:21][NH2:22]>>[ClH:17].[ClH:17].[CH2:1]([N:8]1[C:12]2=[N:13][CH:14]=[CH:15][CH:16]=[C:11]2[N:10]=[C:9]1[NH:22][CH2:21][CH2:20][N:19]([CH3:23])[CH3:18])[C:2]1[CH:7]=[CH:6][CH:5]=[CH:4][CH:3]=1 |f:2.3.4|. Reported procedure: Grams 5 of 3-benzyl-2-chloro-3H-imidazo[4,5-b]pyridine and 9 ml N,N-dimethylethylenediamine are refluxed for 3 hours, then the amine in excess is removed by evaporation under vacum, the oily residue taken up with absolute ethyl alcohol and 10 ml 32% hydrochloric acid are added thereto, the solid crystalline filtered and washed with absolute ethyl alcohol. It is evaporated till dryness and 2.1 g 3-benzyl-2-(2-dimethylaminoethylamino)-3-H-imidazo[4,5-b]pyridine dihydrochloride melting at 262°-264°... As a reaction SMILES: [Cl:1][c:2]1[cH:3][cH:4][c:5]([C:8](=[O:9])[NH2:10])[cH:6][n:7]1.[F:11][C:12]([c:13]1[cH:14][c:15]([N:19]2[CH2:20][CH2:21][NH:22][CH2:23][CH2:24]2)[cH:16][cH:17][cH:18]1)([F:25])[F:26].[Na+:27].[Na+:28].[O-:29][C:30](=[O:31])[O-:32].[O:34]=[CH:35][N:36]([CH3:37])[CH3:38].[OH2:33]>>[c:2]1([N:22]2[CH2:21][CH2:20][N:19]([c:15]3[cH:14][c:13]([C:12]([F:11])([F:25])[F:26])[cH:18][cH:17][cH:16]3)[CH2:24][CH2:23]2)[cH:3][cH:4][c:5]([C:8](=[O:9])[NH2:10])[cH:6][n:7]1. Yields the product NC(=O)c1ccc(N2CCN(c3cccc(C(F)(F)F)c3)CC2)nc1. Starting materials: NC(=O)c1ccc(Cl)nc1, FC(F)(F)c1cccc(N2CCNCC2)c1, [Na+], [Na+], O=C([O-])[O-], CN(C)C=O, O. Starting materials: COC(=O)c1ccc(CBr)cc1, O=C([O-])[O-], CN(C)C1CCNC1, COCCOC, ClCCl, [K+], [K+]. Product: COC(=O)c1ccc(CN2CCC(N(C)C)C2)cc1. Reaction SMILES: [Br:1][CH2:2][c:3]1[cH:4][cH:5][c:6]([C:7](=[O:8])[O:9][CH3:10])[cH:11][cH:12]1.[C:21](=[O:22])([O-:23])[O-:24].[CH3:13][N:14]([CH:15]1[CH2:16][NH:17][CH2:18][CH2:19]1)[CH3:20].[CH3:27][O:28][CH2:29][CH2:30][O:31][CH3:32].[Cl:33][CH2:34][Cl:35].[K+:25].[K+:26]>>[CH2:2]([c:3]1[cH:4][cH:5][c:6]([C:7](=[O:8])[O:9][CH3:10])[cH:11][cH:12]1)[N:17]1[CH2:16][CH:15]([N:14]([CH3:13])[CH3:20])[CH2:19][CH2:18]1. Starting materials: C(C)(C)N1CCN(CC1)C=1SC2=C(N1)C=CC(=C2)C#N (2-(4-isopropylpiperazin-1-yl)benzothiazole-6-carbonitrile), Cl.NO (hydroxylamine hydrochloride), O (water), C([O-])([O-])=O.[K+].[K+] (potassium carbonate). The solvent is C(C)O (ethanol). The product is ONC(=N)C1=CC2=C(N=C(S2)N2CCN(CC2)C(C)C)C=C1 (N-hydroxy-2-(4-isopropylpiperazin-1-yl)benzothiazole-6-carboxamidine). Yield: 71.6%. Reaction SMILES: [CH:1]([N:4]1[CH2:9][CH2:8][N:7]([C:10]2[S:11][C:12]3[CH:18]=[C:17]([C:19]#[N:20])[CH:16]=[CH:15][C:13]=3[N:14]=2)[CH2:6][CH2:5]1)([CH3:3])[CH3:2].Cl.[NH2:22][OH:23].O.C(=O)([O-])[O-].[K+].[K+]>C(O)C>[OH:23][NH:22][C:19]([C:17]1[CH:16]=[CH:15][C:13]2[N:14]=[C:10]([N:7]3[CH2:6][CH2:5][N:4]([CH:1]([CH3:2])[CH3:3])[CH2:9][CH2:8]3)[S:11][C:12]=2[CH:18]=1)=[NH:20] |f:1.2,4.5.6|. Procedure details: To a solution of 2-(4-isopropylpiperazin-1-yl)benzothiazole-6-carbonitrile (5.0 g, 17.5 mmol) in ethanol (50 mL) was added hydroxylamine hydrochloride (3.6 g, 52.4 mmol), water (8 mL) and potassium carbonate (7.2 g, 52.4 mmol). The reaction mixture was heated overnight at reflux. The mixture was allowed to cool and then concentrated in vacuo. The residue was dissolved into THF (30 mL) and then filtered. The filtrate was concentrated in vacuo to give 4 g of crude N-hydroxy-2-(4-isopropylpiperazin... Reactants: Cl.NO (Hydroxylamine hydrochloride), C([O-])([O-])=O.[K+].[K+] (potassium carbonate), IC=1C=CC=2N(C1)C=C(N2)C2=CC=C(C#N)C=C2 (4-(6-iodoimidazo[1,2-a]pyridin-2-yl)benzonitrile). Solvent: CO (methanol). Yields the product ONC(C1=CC=C(C=C1)C=1N=C2N(C=C(C=C2)I)C1)=N (N-Hydroxy-4-(6-iodoimidazo[1,2-a]pyridin-2-yl)benzamidine). Yield: 73.8%. As a reaction SMILES: Cl.[NH2:2][OH:3].C(=O)([O-])[O-].[K+].[K+].[I:10][C:11]1[CH:12]=[CH:13][C:14]2[N:15]([CH:17]=[C:18]([C:20]3[CH:27]=[CH:26][C:23]([C:24]#[N:25])=[CH:22][CH:21]=3)[N:19]=2)[CH:16]=1>CO>[OH:3][NH:2][C:24](=[NH:25])[C:23]1[CH:22]=[CH:21][C:20]([C:18]2[N:19]=[C:14]3[CH:13]=[CH:12][C:11]([I:10])=[CH:16][N:15]3[CH:17]=2)=[CH:27][CH:26]=1 |f:0.1,2.3.4|. Procedure: Hydroxylamine hydrochloride (208 mg) and potassium carbonate (415 mg) were added to a solution (10 mL) of 4-(6-iodoimidazo[1,2-a]pyridin-2-yl)benzonitrile (345 mg) in methanol, followed by refluxing for 14 hours. The mixture was left to cool, and the formed crystals were recovered through filtration. The crystals were washed with water and dried, to thereby yield the title compound (279 mg). The reactants are ClCCl, CC1=C(c2cc(F)ccc2N)C(=O)CC1, Cc1ccc(S(=O)(=O)Cl)cc1, c1ccncc1. Yields the product CC1=C(c2cc(F)ccc2NS(=O)(=O)c2ccc(C)cc2)C(=O)CC1. As a reaction SMILES: [CH2:33]([Cl:34])[Cl:35].[NH2:1][c:2]1[c:3]([C:9]2=[C:13]([CH3:14])[CH2:12][CH2:11][C:10]2=[O:15])[cH:4][c:5]([F:8])[cH:6][cH:7]1.[c:22]1([CH3:32])[cH:23][cH:24][c:25]([S:28](=[O:29])(=[O:30])[Cl:31])[cH:26][cH:27]1.[cH:16]1[cH:17][cH:18][n:19][cH:20][cH:21]1>>[NH:1]([c:2]1[c:3]([C:9]2=[C:13]([CH3:14])[CH2:12][CH2:11][C:10]2=[O:15])[cH:4][c:5]([F:8])[cH:6][cH:7]1)[S:28]([c:25]1[cH:24][cH:23][c:22]([CH3:32])[cH:27][cH:26]1)(=[O:29])=[O:30]. The reactants are ClC1=C(C=C(C=N1)CC(=O)O)C (2-(6-chloro-5-methylpyridin-3-yl)acetic acid), N1=C(C=NC=C1)C=1C=CC(=NC1)N (5-(pyrazin-2-yl)pyridin-2-amine), C1(CCCCC1)N=C=NC1CCCCC1 (1,3-dicyclohexylcarbodiimide). The reagents and catalysts are CN(C1=CC=NC=C1)C (4-(dimethylamino)pyridine). Solvent: CN(C)C=O (DMF). Reaction conditions: time 10 hour. Yields the product ClC1=C(C=C(C=N1)CC(=O)NC1=NC=C(C=C1)C1=NC=CN=C1)C (2-(6-chloro-5-methylpyridin-3-yl)-N-(5-(pyrazin-2-yl)pyridin-2-yl)acetamide). RXN SMILES: [Cl:1][C:2]1[N:7]=[CH:6][C:5]([CH2:8][C:9]([OH:11])=O)=[CH:4][C:3]=1[CH3:12].[N:13]1[CH:18]=[CH:17][N:16]=[CH:15][C:14]=1[C:19]1[CH:20]=[CH:21][C:22]([NH2:25])=[N:23][CH:24]=1.C1(N=C=NC2CCCCC2)CCCCC1>CN(C)C1C=CN=CC=1.CN(C=O)C>[Cl:1][C:2]1[N:7]=[CH:6][C:5]([CH2:8][C:9]([NH:25][C:22]2[CH:21]=[CH:20][C:19]([C:14]3[CH:15]=[N:16][CH:17]=[CH:18][N:13]=3)=[CH:24][N:23]=2)=[O:11])=[CH:4][C:3]=1[CH3:12]. Procedure details: A mixture of 2-(6-chloro-5-methylpyridin-3-yl)acetic acid 86-7 (3.0 g, 16.2 mmol), 5-(pyrazin-2-yl)pyridin-2-amine 86-3 (2.80 g, 16.2 mmol), 1,3-dicyclohexylcarbodiimide (4 g, 19.44 mmol) and 4-(dimethylamino)pyridine (324 mg, 3.24 mmol) in DMF (45 mL) was stirred at room temperature for 10 hours. The reaction mixture was filtered to remove the solid and the filtrate was diluted with ethyl acetate, washed with water and brine, dried over Na2SO4 and concentrated to dryness by rotary evaporation. ... RXN SMILES: [CH3:12][CH2:13][C:14]([CH2:15][CH3:16])=[O:17].[CH3:18][C:19](=[O:20])[OH:21].[CH3:1][c:2]1[n:3][n:4]2[c:5]([cH:6][cH:7][cH:8][cH:9]2)[c:10]1[NH2:11].[CH3:22][OH:23]>>[CH3:1][c:2]1[n:3][n:4]2[c:5]([cH:6][cH:7][cH:8][cH:9]2)[c:10]1[NH:11][CH:14]([CH2:13][CH3:12])[CH2:15][CH3:16]. The product is CCC(CC)Nc1c(C)nn2ccccc12. Starting materials: CCC(=O)CC, CC(=O)O, Cc1nn2ccccc2c1N, CO.